Dataset: the Open Reaction Database (ORD), a public repository of structured organic reaction records. Task: describe an organic reaction: reactants, conditions, products, and yield The reactants are C1CCOC1, [Li]CCCC, CC(C)NC(C)C, CC(C)[N-]C(C)C, CC=O, C#Cc1ccc(Oc2ccc(F)cc2)o1, [Li+]. Product: CC(O)C#Cc1ccc(Oc2ccc(F)cc2)o1. As a reaction SMILES: [CH2:39]1[O:40][CH2:41][CH2:42][CH2:43]1.[CH2:9]([Li:10])[CH2:11][CH2:12][CH3:13].[CH:14]([NH:15][CH:16]([CH3:17])[CH3:18])([CH3:19])[CH3:20].[CH:1]([N-:2][CH:3]([CH3:4])[CH3:5])([CH3:6])[CH3:7].[CH:36]([CH3:37])=[O:38].[F:21][c:22]1[cH:23][cH:24][c:25]([O:26][c:27]2[cH:28][cH:29][c:30]([C:32]#[CH:33])[o:31]2)[cH:34][cH:35]1.[Li+:8]>>[F:21][c:22]1[cH:23][cH:24][c:25]([O:26][c:27]2[cH:28][cH:29][c:30]([C:32]#[C:33][CH:36]([CH3:37])[OH:38])[o:31]2)[cH:34][cH:35]1. The reactants are ( II ), C(=O)C1=C(C(=C(C(=O)OCC)C(=C1)C)C)NC(C)=O (ethyl 4-formyl-2,6-dimethyl-3-acetylaminobenzoate), N (ammonia). The product is CC1=NC2=C(C(=C(C=C2C=N1)C)C(=O)OCC)C (2-methyl-7-ethoxycarbonyl-6,8-dimethylquinazoline). The yield is 40.0%. Reaction SMILES: [CH:1]([C:3]1[CH:13]=[C:12]([CH3:14])[C:6]([C:7]([O:9][CH2:10][CH3:11])=[O:8])=[C:5]([CH3:15])[C:4]=1[NH:16][C:17](=O)[CH3:18])=O.[NH3:20]>>[CH3:18][C:17]1[N:20]=[CH:1][C:3]2[C:4](=[C:5]([CH3:15])[C:6]([C:7]([O:9][CH2:10][CH3:11])=[O:8])=[C:12]([CH3:14])[CH:13]=2)[N:16]=1. Procedure details: Instead of the compound of formula (II) used in Example 1, ethyl 4-formyl-2,6-dimethyl-3-acetylaminobenzoate was used and reacted with ammonia in the same way as in Example 1. The reaction product was chromatographed on a silica gel column in the same way as in Example 1. The solvent was evaporated, and the residue was recrystallized from ethanol/water to give 2-methyl-7-ethoxycarbonyl-6,8-dimethylquinazoline having a melting point of 84° to 86° C. in a yield of 40%. Reactants: COC(=O)C1C(c2ccc(I)cc2)CC2CCC1N2C, C1COCCO1, O. Yields the product CN1C2CCC1C(C(=O)O)C(c1ccc(I)cc1)C2. RXN SMILES: [C:1](=[O:2])([O:3][CH3:4])[CH:5]1[CH:6]2[CH2:7][CH2:8][CH:9]([CH2:10][CH:11]1[c:12]1[cH:13][cH:14][c:15]([I:18])[cH:16][cH:17]1)[N:19]2[CH3:20].[O:21]1[CH2:22][CH2:23][O:24][CH2:25][CH2:26]1.[OH2:27]>>[C:1](=[O:2])([OH:3])[CH:5]1[CH:6]2[CH2:7][CH2:8][CH:9]([CH2:10][CH:11]1[c:12]1[cH:13][cH:14][c:15]([I:18])[cH:16][cH:17]1)[N:19]2[CH3:20]. The reactants are C1(=CC=CC=C1)C(O)C1=CN=C(S1)C#CC1=CC=CC=C1 (phenyl-(2-phenylethynyl-thiazol-5-yl)-methanol), [Cr](=O)(=O)([O-])O[Cr](=O)(=O)[O-].[NH+]1=CC=CC=C1.[NH+]1=CC=CC=C1 (pyridinium dichromate). The solvent is CCOC(=O)C (EtOAc), ClCCl (dichloromethane). Run at time 18 hour. Product: C1(=CC=CC=C1)C(=O)C1=CN=C(S1)C#CC1=CC=CC=C1 (phenyl-(2-phenylethynyl-thiazol-5-yl)-methanone). Isolated yield 86.6%. As a reaction SMILES: [C:1]1([CH:7]([C:9]2[S:13][C:12]([C:14]#[C:15][C:16]3[CH:21]=[CH:20][CH:19]=[CH:18][CH:17]=3)=[N:11][CH:10]=2)[OH:8])[CH:6]=[CH:5][CH:4]=[CH:3][CH:2]=1.[Cr](O[Cr]([O-])(=O)=O)([O-])(=O)=O.[NH+]1C=CC=CC=1.[NH+]1C=CC=CC=1>ClCCl.CCOC(C)=O>[C:1]1([C:7]([C:9]2[S:13][C:12]([C:14]#[C:15][C:16]3[CH:21]=[CH:20][CH:19]=[CH:18][CH:17]=3)=[N:11][CH:10]=2)=[O:8])[CH:2]=[CH:3][CH:4]=[CH:5][CH:6]=1 |f:1.2.3|. Procedure details: To a solution of phenyl-(2-phenylethynyl-thiazol-5-yl)-methanol (Example 234, 157 mg, 0.539 mmol) in dichloromethane (5.0 mL) was added pyridinium dichromate (243 mg, 0.647 mmol) and the reaction was stirred at room temperature for about 18 hours. The mixture was then diluted with EtOAc (15 mL), filtered over Celite® and washed with EtOAc. The solution was concentrated under reduced pressure and purified by preparative TLC, eluting with 20% EtOAc in hexanes, to afford the titled compound, phenyl...